Dataset: the Open Reaction Database (ORD), a public repository of structured organic reaction records. Task: describe an organic reaction: reactants, conditions, products, and yield Reagents/catalysts: [Pd] (Palladium on carbon). Procedure: (2R,3R,4R,5R)-4-(Acetyloxy)-2-[(acetyloxy)methyl]-5-(6-{[2,2-bis(3-methylphenyl)ethyl]amino}-2-cyano-9H-purin-9-yl)tetrahydro-3-furanyl acetate (620 mg, 1 mmol) (Preparation 66) was dissolved in a saturated solution of 0.88 concentrated aqueous ammonia in ethanol (20 ml). The solution was then stirred under an atmosphere of hydrogen gas (414 kPa, 60 psi) at room temperature for 64 hours in the presence of 10% Palladium on carbon (120 mg). The reaction mixture was then filtered through Arbocel (T... Reactants: C(C)(=O)O[C@@H]1[C@H](O[C@H]([C@@H]1OC(C)=O)N1C2=NC(=NC(=C2N=C1)NCC(C1=CC(=CC=C1)C)C1=CC(=CC=C1)C)C#N)COC(C)=O ((2R,3R,4R,5R)-4-(Acetyloxy)-2-[(acetyloxy)methyl]-5-(6-{[2,2-bis(3-methylphenyl)ethyl]amino}-2-cyano-9H-purin-9-yl)tetrahydro-3-furanyl acetate). The solvent is N (ammonia), C(C)O (ethanol). Yield: 50.1%. RXN SMILES: C([O:4][C@H:5]1[C@@H:9]([O:10]C(=O)C)[C@H:8]([N:14]2[CH:22]=[N:21][C:20]3[C:15]2=[N:16][C:17]([C:40]#[N:41])=[N:18][C:19]=3[NH:23][CH2:24][CH:25]([C:33]2[CH:38]=[CH:37][CH:36]=[C:35]([CH3:39])[CH:34]=2)[C:26]2[CH:31]=[CH:30][CH:29]=[C:28]([CH3:32])[CH:27]=2)[O:7][C@@H:6]1[CH2:42][O:43]C(=O)C)(=O)C>N.C(O)C.[Pd]>[NH2:41][CH2:40][C:17]1[N:16]=[C:15]2[C:20]([N:21]=[CH:22][N:14]2[C@H:8]2[C@H:9]([OH:10])[C@H:5]([OH:4])[C@@H:6]([CH2:42][OH:43])[O:7]2)=[C:19]([NH:23][CH2:24][CH:25]([C:33]2[CH:38]=[CH:37][CH:36]=[C:35]([CH3:39])[CH:34]=2)[C:26]2[CH:31]=[CH:30][CH:29]=[C:28]([CH3:32])[CH:27]=2)[N:18]=1. Yields the product NCC1=NC(=C2N=CN(C2=N1)[C@@H]1O[C@@H]([C@H]([C@H]1O)O)CO)NCC(C1=CC(=CC=C1)C)C1=CC(=CC=C1)C ((2R,3R,4S, 5R)-2-(2-(Aminomethyl)-6-{[2,2-bis(3-methylphenyl)ethyl]amino}-9H-purin-9-yl)-5-(hydroxymethyl)tetrahydro-3,4-furandiol). Reactants: CN(CC(=O)OC(C)(C)C)CCN1C2=C(SCC1)C=C(C=C2)[N+](=O)[O-] (tert-butyl 2-(methyl(2-(7-nitro-2H-benzo[b][1,4]thiazin-4(3H)-yl)ethyl)amino)acetate). Reagents/catalysts: [Pd] (palladium on carbon). Solvent: CCO (EtOH). Yields the product NC=1C=CC2=C(SCCN2CCN(CC(=O)OC(C)(C)C)C)C1 (tert-Butyl 2-((2-(7-amino-2H-benzo[b][1,4]thiazin-4(3H)-yl)ethyl)(methyl)amino)acetate). Isolated yield 99.9%. RXN SMILES: [CH3:1][N:2]([CH2:11][CH2:12][N:13]1[CH2:18][CH2:17][S:16][C:15]2[CH:19]=[C:20]([N+:23]([O-])=O)[CH:21]=[CH:22][C:14]1=2)[CH2:3][C:4]([O:6][C:7]([CH3:10])([CH3:9])[CH3:8])=[O:5]>[Pd].CCO>[NH2:23][C:20]1[CH:21]=[CH:22][C:14]2[N:13]([CH2:12][CH2:11][N:2]([CH3:1])[CH2:3][C:4]([O:6][C:7]([CH3:8])([CH3:9])[CH3:10])=[O:5])[CH2:18][CH2:17][S:16][C:15]=2[CH:19]=1. Procedure details: A round bottom flask containing tert-butyl 2-(methyl(2-(7-nitro-2H-benzo[b][1,4]thiazin-4(3H)-yl)ethyl)amino)acetate (925 mg, 2.52 mmol) was purged with argon and then charged with palladium on carbon (10% wt; 268 mg, 0.252 mmol). To this mixture was added EtOH (40 mL). The resulting suspension was evacuated using a pump, and hydrogen was let into the system via a balloon. The mixture was stirred under a balloon filled with hydrogen for 3 hours. The balloon was removed, and argon was bubbled thr...